This data is from the Open Reaction Database (ORD), a public repository of structured organic reaction records. The task is: describe an organic reaction: reactants, conditions, products, and yield Reactants: C1(CC1)CN(C1CCNCC1)CC1=C(N=C(S1)C)C (N-(Cyclopropylmethyl)-N-[(2,4-dimethyl-1,3-thiazol-5-yl)methyl]piperidin-4-amine), C([C@H](O)[C@@H](O)C(=O)O)(=O)O (L-Tartaric acid). Solvent: CO (methanol). Conditions: time 1.5 hour. Product: C(=O)(O)C(O)C(O)C(=O)O.C1(CC1)CN(C1CCNCC1)CC1=C(N=C(S1)C)C (N-(cyclopropylmethyl)-N-[(2,4-dimethyl-1,3-thiazol-5-yl)methyl]piperidin-4-amine tartrate). Isolated yield 97.1%. RXN SMILES: [CH:1]1([CH2:4][N:5]([CH2:12][C:13]2[S:17][C:16]([CH3:18])=[N:15][C:14]=2[CH3:19])[CH:6]2[CH2:11][CH2:10][NH:9][CH2:8][CH2:7]2)[CH2:3][CH2:2]1.[C:20]([OH:29])(=[O:28])[C@@H:21]([C@H:23]([C:25]([OH:27])=[O:26])[OH:24])[OH:22]>CO>[C:25]([CH:23]([CH:21]([C:20]([OH:29])=[O:28])[OH:22])[OH:24])([OH:27])=[O:26].[CH:1]1([CH2:4][N:5]([CH2:12][C:13]2[S:17][C:16]([CH3:18])=[N:15][C:14]=2[CH3:19])[CH:6]2[CH2:7][CH2:8][NH:9][CH2:10][CH2:11]2)[CH2:3][CH2:2]1 |f:3.4|. Procedure details: N-(Cyclopropylmethyl)-N-[(2,4-dimethyl-1,3-thiazol-5-yl)methyl]piperidin-4-amine (1.25 g, 4.46 mmol) and L-Tartaric acid (0.67 g, 4.46 mmol) are dissolved in methanol (25 ml). The solution is stirred for 1.5 h and concentrated. The solid is dried in a vacuum oven overnight to yield (1.86 g, 97%) N-(cyclopropylmethyl)-N-[(2,4-dimethyl-1,3-thiazol-5-yl)methyl]piperidin-4-amine tartrate: mass spectrum (ion spray): m/z=280.2 (M+1); 1H NMR (CD3OD): δ=4.45 (2H, s), 3.87 (2H, s), 3.45 (2H, brs), 3.11-2... Reactants: solution, C[Mg]Br (methyl magnesium bromide), CCOCC (ether), CC(=O)OI1(C=2C=CC=CC2C(=O)O1)(OC(=O)C)OC(=O)C (Dess-Martin reagent), C(C)N1C(CC(C2=CC(=C(C=C12)C=1C=C(C=O)C=CC1OC(F)(F)F)C)(C)C)=O (3-(1-Ethyl-4,4,6-trimethyl-2-oxo-1,2,3,4-tetrahydro-quinolin-7-yl)-4-trifluoromethoxy-benzaldehyde). The solvent is C1CCOC1 (THF), ClCCl (dichloromethane). Reaction conditions: time 8 hour. The product is C(C)(=O)C=1C=CC(=C(C1)C1=C(C=C2C(CC(N(C2=C1)CC)=O)(C)C)C)OC(F)(F)F (7-(5-Acetyl-2-trifluoromethoxy-phenyl)-1-ethyl-4,4,6-trimethyl-3,4-dihydro-1H-quinolin-2-one). Isolated yield 75.0%. RXN SMILES: [CH2:1]([N:3]1[C:12]2[C:7](=[CH:8][C:9]([CH3:26])=[C:10]([C:13]3[CH:14]=[C:15]([CH:18]=[CH:19][C:20]=3[O:21][C:22]([F:25])([F:24])[F:23])[CH:16]=[O:17])[CH:11]=2)[C:6]([CH3:28])([CH3:27])[CH2:5][C:4]1=[O:29])[CH3:2].[CH3:30][Mg]Br.CCOCC.CC(OI1(OC(C)=O)(OC(C)=O)OC(=O)C2C=CC=CC1=2)=O>C1COCC1.ClCCl>[C:16]([C:15]1[CH:18]=[CH:19][C:20]([O:21][C:22]([F:23])([F:24])[F:25])=[C:13]([C:10]2[CH:11]=[C:12]3[C:7]([C:6]([CH3:28])([CH3:27])[CH2:5][C:4](=[O:29])[N:3]3[CH2:1][CH3:2])=[CH:8][C:9]=2[CH3:26])[CH:14]=1)(=[O:17])[CH3:30]. Procedure: A solution of Compound 2A (270 mg, 0.66 mmol) in 3 mL of dry THF was cooled to −78° C. and treated with a 3M solution of methyl magnesium bromide in ether (0.24 mL, 0.73 mmol). The reaction mixture was allowed to slowly warm to room temperature where it was quenched with 10 mL of a saturated ammonium chloride solution. The reaction mixture was then passed through a 10 mL SPE (solid phase extraction) column which was further washed with dichloromethane. The eluant was collected and stripped to gi... Starting materials: NC1CCCc2ccccc21, O=Cc1ccc(-c2cc(Cl)cc(Cl)c2)cc1. Product: Clc1cc(Cl)cc(-c2ccc(CNC3CCCc4ccccc43)cc2)c1. As a reaction SMILES: [CH:17]1([NH2:27])[CH2:18][CH2:19][CH2:20][c:21]2[cH:22][cH:23][cH:24][cH:25][c:26]21.[Cl:1][c:2]1[cH:3][c:4](-[c:9]2[cH:10][cH:11][c:12]([CH:15]=[O:16])[cH:13][cH:14]2)[cH:5][c:6]([Cl:8])[cH:7]1>>[Cl:1][c:2]1[cH:3][c:4](-[c:9]2[cH:10][cH:11][c:12]([CH2:15][NH:27][CH:17]3[CH2:18][CH2:19][CH2:20][c:21]4[cH:22][cH:23][cH:24][cH:25][c:26]43)[cH:13][cH:14]2)[cH:5][c:6]([Cl:8])[cH:7]1. The reactants are CCOC(=O)c1ocnc1CC, CCO, CCOCC, [Na+], [OH-]. Yields the product CCc1ncoc1C(=O)O. As a reaction SMILES: [CH2:1]([CH3:2])[O:3][C:4](=[O:5])[c:6]1[c:7]([CH2:11][CH3:12])[n:8][cH:9][o:10]1.[CH3:15][CH2:16][OH:17].[CH3:18][CH2:19][O:20][CH2:21][CH3:22].[Na+:14].[OH-:13]>>[O:3]=[C:4]([OH:5])[c:6]1[c:7]([CH2:11][CH3:12])[n:8][cH:9][o:10]1. Reactants: ClCCCl, O=Cc1cc(Oc2ccccc2)ncc1[N+](=O)[O-], NC(CCC(=O)N(CCO)C1CCCCC1)C1CCCCC1, [Na+], [OH-]. Yields the product O=C(CCC(NCc1cc(Oc2ccccc2)ncc1[N+](=O)[O-])C1CCCCC1)N(CCO)C1CCCCC1. As a reaction SMILES: [Cl:43][CH2:44][CH2:45][Cl:46].[N+:23](=[O:24])([O-:25])[c:26]1[c:27]([CH:39]=[O:40])[cH:28][c:29]([O:32][c:33]2[cH:34][cH:35][cH:36][cH:37][cH:38]2)[n:30][cH:31]1.[NH2:1][CH:2]([CH2:3][CH2:4][C:5](=[O:6])[N:7]([CH2:8][CH2:9][OH:10])[CH:11]1[CH2:12][CH2:13][CH2:14][CH2:15][CH2:16]1)[CH:17]1[CH2:18][CH2:19][CH2:20][CH2:21][CH2:22]1.[Na+:42].[OH-:41]>>[NH:1]([CH:2]([CH2:3][CH2:4][C:5](=[O:6])[N:7]([CH2:8][CH2:9][OH:10])[CH:11]1[CH2:12][CH2:13][CH2:14][CH2:15][CH2:16]1)[CH:17]1[CH2:18][CH2:19][CH2:20][CH2:21][CH2:22]1)[CH2:39][c:27]1[c:26]([N+:23](=[O:24])[O-:25])[cH:31][n:30][c:29]([O:32][c:33]2[cH:34][cH:35][cH:36][cH:37][cH:38]2)[cH:28]1.